Dataset: the Open Reaction Database (ORD), a public repository of structured organic reaction records. Task: describe an organic reaction: reactants, conditions, products, and yield Reactants: C(C(=C)C)(=O)OCC(CCCC)CC (2-ethylhexyl methacrylate), C(C(=C)C)(=O)OCC1CO1 (glycidyl methacrylate), N(=NC(C#N)(C)C)C(C#N)(C)C (azobisisobutyronitrile). Conditions: time 1 hour. The product is C(C1CO1)OC(C(=C)C)=O.C(C(=C)C)(=O)OCC(CCCC)CC (2-ethylhexyl methacrylate - glycidyl methacrylate). RXN SMILES: [C:1]([O:6][CH2:7][CH:8]([CH2:13][CH3:14])[CH2:9][CH2:10][CH2:11][CH3:12])(=[O:5])[C:2]([CH3:4])=[CH2:3].[C:15]([O:20][CH2:21][CH:22]1[O:24][CH2:23]1)(=[O:19])[C:16]([CH3:18])=[CH2:17].N(C(C)(C)C#N)=NC(C)(C)C#N>>[CH2:21]([O:20][C:15](=[O:19])[C:16]([CH3:18])=[CH2:17])[CH:22]1[O:24][CH2:23]1.[C:1]([O:6][CH2:7][CH:8]([CH2:13][CH3:14])[CH2:9][CH2:10][CH2:11][CH3:12])(=[O:5])[C:2]([CH3:4])=[CH2:3] |f:3.4|. Procedure: To the above solvent, a mixture of 200 g of 2-ethylhexyl methacrylate, 10 g of glycidyl methacrylate and 3 g of azobisisobutyronitrile was added dropwise at a constant speed over a period of 3 hours, followed by stirring for 1 hour to complete the polymerization reaction. Thus, 2-ethylhexyl methacrylate - glycidyl methacrylate copolymer was obtained. Reactants: NC1=C(C=CC(=O)O)C=C(C=C1)N1CCN(CC1)C(C1=CC(=C(C=C1)OC)OC)=O (2-Amino-5-[4-(3,4-dimethoxybenzoyl)-1-piperazinyl]cinnamic acid), [H][H] (hydrogen). Reagents/catalysts: [C].[Pd] (palladium-carbon). Run in CN(C)C=O (DMF). Yields the product COC=1C=C(C(=O)N2CCN(CC2)C=2C=C3CCC(NC3=CC2)=O)C=CC1OC (6-[4-(3,4-dimethoxybenzoyl)-1-piperazinyl]-3,4-dihydrocarbostyril). Yield: 60.3%. Reaction SMILES: [NH2:1][C:2]1[CH:12]=[CH:11][C:10]([N:13]2[CH2:18][CH2:17][N:16]([C:19](=[O:30])[C:20]3[CH:25]=[CH:24][C:23]([O:26][CH3:27])=[C:22]([O:28][CH3:29])[CH:21]=3)[CH2:15][CH2:14]2)=[CH:9][C:3]=1[CH:4]=[CH:5][C:6]([OH:8])=O.[H][H]>CN(C=O)C.[C].[Pd]>[CH3:29][O:28][C:22]1[CH:21]=[C:20]([CH:25]=[CH:24][C:23]=1[O:26][CH3:27])[C:19]([N:16]1[CH2:15][CH2:14][N:13]([C:10]2[CH:9]=[C:3]3[C:2](=[CH:12][CH:11]=2)[NH:1][C:6](=[O:8])[CH2:5][CH2:4]3)[CH2:18][CH2:17]1)=[O:30] |f:3.4|. Reported procedure: 2-Amino-5-[4-(3,4-dimethoxybenzoyl)-1-piperazinyl]cinnamic acid (5 g) was dissolved in DMF (50 ml), and 5% palladium-carbon (0.5 g) was added to the solution. The mixture was reacted at 80° C. for 4 hours using Parr's apparatus at a hydrogen gas pressure of 3 kg/cm2. After removing hydrogen gas, the content was taken out. After removing the catalyst, the reaction mixture was concentrated to half the original volume and poured into a large volume of water. Crystals which precipitated were collect... Reactants: CN1C(=O)N(c2ccccc2Br)Cc2cnc(S(C)(=O)=O)nc21, CCN(CC)CCOc1ccc(N)cc1. Product: CCN(CC)CCOc1ccc(Nc2ncc3c(n2)N(C)C(=O)N(c2ccccc2Br)C3)cc1. RXN SMILES: [Br:1][c:2]1[c:3]([N:8]2[C:9](=[O:23])[N:10]([CH3:22])[c:11]3[n:12][c:13]([S:18]([CH3:19])(=[O:20])=[O:21])[n:14][cH:15][c:16]3[CH2:17]2)[cH:4][cH:5][cH:6][cH:7]1.[CH2:24]([CH3:25])[N:26]([CH2:27][CH2:28][O:29][c:30]1[cH:31][cH:32][c:33]([NH2:34])[cH:35][cH:36]1)[CH2:37][CH3:38]>>[Br:1][c:2]1[c:3]([N:8]2[C:9](=[O:23])[N:10]([CH3:22])[c:11]3[n:12][c:13]([NH:34][c:33]4[cH:32][cH:31][c:30]([O:29][CH2:28][CH2:27][N:26]([CH2:24][CH3:25])[CH2:37][CH3:38])[cH:36][cH:35]4)[n:14][cH:15][c:16]3[CH2:17]2)[cH:4][cH:5][cH:6][cH:7]1. Starting materials: NC=1SC=C(N1)C(C(=O)OCC)=NOCCCCC (Ethyl 2-(2-aminothiazol-4-yl)-2-pentyloxyiminoacetate), aqueous solution, [OH-].[Na+] (sodium hydroxide), CO (methanol). The solvent is O1CCCC1 (tetrahydrofuran). The product is NC=1SC=C(N1)C(C(=O)O)=NOCCCCC (2-(2-aminothiazol-4-yl)-2-pentyloxyiminoacetic acid). The yield is 86.9%. As a reaction SMILES: [NH2:1][C:2]1[S:3][CH:4]=[C:5]([C:7](=[N:13][O:14][CH2:15][CH2:16][CH2:17][CH2:18][CH3:19])[C:8]([O:10]CC)=[O:9])[N:6]=1.[OH-].[Na+].CO>O1CCCC1>[NH2:1][C:2]1[S:3][CH:4]=[C:5]([C:7](=[N:13][O:14][CH2:15][CH2:16][CH2:17][CH2:18][CH3:19])[C:8]([OH:10])=[O:9])[N:6]=1 |f:1.2|. Procedure: Ethyl 2-(2-aminothiazol-4-yl)-2-pentyloxyiminoacetate (syn isomer, 28.6 g.), 2N aqueous solution of sodium hydroxide (100.2 ml.), methanol (100 ml.) and tetrahydrofuran (100 ml.) were treated in a similar manner to that of Example F-(4) to give 2-(2-aminothiazol-4-yl)-2-pentyloxyiminoacetic acid (syn isomer, 22.4 g.), mp 176° C. (dec.). Reactants: C(C)(=O)O[C@H]1CC([C@]2(C)[C@@H]1[C@@H]1CC=C3C=C(CC[C@]3(C)[C@H]1CC2)OC)=O (15α-acetoxy-3-methoxyandrosta-3,5-dien-17-one), O1CCCC1 (tetrahydrofuran), [Cl-].[NH4+] (ammonium chloride), C#CC (propyne), C(CCC)[Li] (butyllithium), O1CCCC1 (tetrahydrofuran). The solvent is C(C)(=O)OCC (ethyl acetate). Run at time 1 hour. Product: crude product, O[C@@]1([C@]2(C)[C@@H](C=C1)[C@@H]1CCC3=CC(CC[C@]3(C)[C@H]1CC2)=O)C#CC (17β-hydroxy-17α-propyn-1-ylandrosta-4,15-dien-3-one). Reaction SMILES: [CH:1]#[C:2][CH3:3].[CH2:4]([Li])[CH2:5][CH2:6]C.C([O:12][C@@H:13]1[C@H:18]2[C@H:19]3[C@H:29]([CH2:30][CH2:31][C@:16]2([CH3:17])[C:15](=O)[CH2:14]1)[C@:27]1([CH3:28])[C:22]([CH:23]=C(OC)CC1)=[CH:21][CH2:20]3)(=O)C.[Cl-].[NH4+].[O:37]1CCCC1>C(OCC)(=O)C>[OH:37][C@@:19]1([C:4]#[C:5][CH3:6])[CH:20]=[CH:21][C@H:22]2[C@H:23]3[C@H:31]([CH2:30][CH2:29][C@:27]12[CH3:28])[C@:16]1([CH3:17])[C:3](=[CH:18][C:13](=[O:12])[CH2:14][CH2:15]1)[CH2:2][CH2:1]3 |f:3.4|. Procedure: At 0° C., propyne is introduced for 30 minutes into 150 ml of butyllithium solution (1.6 molar in hexane) in 400 ml of tetrahydrofuran. Then 15 g of 15α-acetoxy-3-methoxyandrosta-3,5-dien-17-one in 300 ml of tetrahydrofuran is added dropwise thereto, the mixture is allowed to react for 1 hour and combined with saturated ammonium chloride solution. The mixture is diluted with ethyl acetate, washed with water, dried, and concentrated under vacuum. The crude product is combined dropwise with 10 ml ... Starting materials: C1(CC1)N(S(=O)(=O)C1=CC(=CC=C1)C(F)(F)F)C1CCNCC1 (N-cyclopropyl-N-(piperidin-4-yl)-3-trifluoromethylbenzenesulfonamide), C1(=CC=CC=C1)C(CC(=O)O)C1=CC=CC=C1 (3,3-diphenylpropanoic acid). The product is C1(CC1)N(S(=O)(=O)C1=CC(=CC=C1)C(F)(F)F)C1CCN(CC1)C(CC(C1=CC=CC=C1)C1=CC=CC=C1)=O (N-Cyclopropyl-N-[1-(3,3-diphenylpropanoyl)piperidin-4-yl]-3-trifluoromethylbenzenesulfonamide). As a reaction SMILES: [CH:1]1([N:4]([CH:18]2[CH2:23][CH2:22][NH:21][CH2:20][CH2:19]2)[S:5]([C:8]2[CH:13]=[CH:12][CH:11]=[C:10]([C:14]([F:17])([F:16])[F:15])[CH:9]=2)(=[O:7])=[O:6])[CH2:3][CH2:2]1.[C:24]1([CH:30]([C:35]2[CH:40]=[CH:39][CH:38]=[CH:37][CH:36]=2)[CH2:31][C:32](O)=[O:33])[CH:29]=[CH:28][CH:27]=[CH:26][CH:25]=1>>[CH:1]1([N:4]([CH:18]2[CH2:23][CH2:22][N:21]([C:32](=[O:33])[CH2:31][CH:30]([C:24]3[CH:29]=[CH:28][CH:27]=[CH:26][CH:25]=3)[C:35]3[CH:40]=[CH:39][CH:38]=[CH:37][CH:36]=3)[CH2:20][CH2:19]2)[S:5]([C:8]2[CH:13]=[CH:12][CH:11]=[C:10]([C:14]([F:17])([F:15])[F:16])[CH:9]=2)(=[O:6])=[O:7])[CH2:3][CH2:2]1. Procedure: N-Cyclopropyl-N-[1-(3,3-diphenylpropanoyl)piperidin-4-yl]-3-trifluoromethylbenzenesulfonamide was prepared from N-cyclopropyl-N-(piperidin-4-yl)-3-trifluoromethylbenzenesulfonamide and 3,3-diphenylpropanoic acid. LC: 100%. MS: m/z=557 (M+H+). 1H NMR (CDCl3): δ 8.11 (1H, s), 8.02 (1H, d), 7.84 (1H, d), 7.70 (1H, t), 7.23 (10H, m), 4.64 (2H, m), 3.98 (1H, m), 3.85 (1H, d), 3.00 (2H, m), 2.82 (1H, t), 2.37 (1H, t), 1.86 (1H, m), 1.60 (4H, m), 0.91 (1H, m), 0.72 (3H, m);